This data is from the Open Reaction Database (ORD), a public repository of structured organic reaction records. The task is: describe an organic reaction: reactants, conditions, products, and yield Starting materials: O=C(Cl)c1cc2cc(Br)ccc2o1, C1CCOC1, CCOC(C)=O, Cc1ccc(C)[nH]1, [H-], [Na+], O. Product: Cc1ccc(C)n1C(=O)c1cc2cc(Br)ccc2o1. Reaction SMILES: [Br:10][c:11]1[cH:12][cH:13][c:14]2[c:15]([cH:16][c:17]([C:19](=[O:20])[Cl:21])[o:18]2)[cH:22]1.[CH2:24]1[O:25][CH2:26][CH2:27][CH2:28]1.[CH3:29][CH2:30][O:31][C:32](=[O:33])[CH3:34].[CH3:3][c:4]1[nH:5][c:6]([CH3:9])[cH:7][cH:8]1.[H-:1].[Na+:2].[OH2:23]>>[CH3:3][c:4]1[n:5]([C:19]([c:17]2[cH:16][c:15]3[c:14]([cH:13][cH:12][c:11]([Br:10])[cH:22]3)[o:18]2)=[O:20])[c:6]([CH3:9])[cH:7][cH:8]1.